From a dataset of the Open Reaction Database (ORD), a public repository of structured organic reaction records. describe an organic reaction: reactants, conditions, products, and yield Reactants: ClC1=C(C=O)C(=CC=C1)[N+](=O)[O-] (2-chloro-6-nitrobenzaldehyde), C(C)(=O)[O-].[Na+] (sodium acetate), tan-yellow colored material, alcohol, Cl.C(=O)(O)CON.C(=O)(O)CON (carboxymethoxylamine hemihydrochloride). The solvent is O (water). Yields the product ClC(C(=O)O)ON=CC1=CC=CC=C1[N+](=O)[O-] (2-Chloro-6-nitrobenzylideneaminooxyacetic Acid). Reaction SMILES: Cl[C:2]1[CH:9]=[CH:8][CH:7]=[C:6]([N+:10]([O-:12])=[O:11])[C:3]=1[CH:4]=O.[ClH:13].[C:14]([CH2:17][O:18][NH2:19])([OH:16])=[O:15].C(CON)(O)=O.C([O-])(=O)C.[Na+]>O>[Cl:13][CH:17]([O:18][N:19]=[CH:4][C:3]1[C:6]([N+:10]([O-:12])=[O:11])=[CH:7][CH:8]=[CH:9][CH:2]=1)[C:14]([OH:16])=[O:15] |f:1.2.3,4.5|. Procedure: A warm solution of 2.5 gm. (0.014 mole) of 2-chloro-6-nitrobenzaldehyde in 40 ml. of alcohol 3A was added, with stirring, to a warm solution of 1.5 gm. (0.014 equivs.) of carboxymethoxylamine hemihydrochloride and 1.7 gm. (0.021 equiv.) of anhyd. sodium acetate in 40 ml. of water. The reaction mixture was heated a half-hour on the steam bath, and was then evaporated to a volume of about 20 ml. A solid separated upon cooling; it was filtered from the mixture, washed with cold water and dried in a... Starting materials: CON=C(C(=O)NC1C(=O)N2C(C(=O)OC(c3ccccc3)c3ccccc3)=C(OS(=O)(=O)C(F)(F)F)CCC12)c1nsc(N)n1, Nc1nnc(S)s1. Product: CON=C(C(=O)NC1C(=O)N2C(C(=O)OC(c3ccccc3)c3ccccc3)=C(Sc3nnc(N)s3)CCC12)c1nsc(N)n1. As a reaction SMILES: [NH2:1][c:2]1[n:3][c:4]([C:7]([C:8](=[O:9])[NH:10][CH:11]2[CH:12]3[CH2:13][CH2:14][C:15]([O:36][S:37]([C:38]([F:39])([F:40])[F:41])(=[O:42])=[O:43])=[C:16]([C:20](=[O:21])[O:22][CH:23]([c:24]4[cH:25][cH:26][cH:27][cH:28][cH:29]4)[c:30]4[cH:31][cH:32][cH:33][cH:34][cH:35]4)[N:17]3[C:18]2=[O:19])=[N:44][O:45][CH3:46])[n:5][s:6]1.[NH2:47][c:48]1[n:49][n:50][c:51]([SH:53])[s:52]1>>[NH2:1][c:2]1[n:3][c:4]([C:7]([C:8](=[O:9])[NH:10][CH:11]2[CH:12]3[CH2:13][CH2:14][C:15]([S:53][c:51]4[n:50][n:49][c:48]([NH2:47])[s:52]4)=[C:16]([C:20](=[O:21])[O:22][CH:23]([c:24]4[cH:25][cH:26][cH:27][cH:28][cH:29]4)[c:30]4[cH:31][cH:32][cH:33][cH:34][cH:35]4)[N:17]3[C:18]2=[O:19])=[N:44][O:45][CH3:46])[n:5][s:6]1. Reactants: COc1ccc(C=O)cc1CC(=O)Nc1ccc(C(F)(F)F)cc1, CCOC(=O)C(CC)P(=O)(O)O. Product: CCOC(=O)C(=Cc1ccc(OC)c(CC(=O)Nc2ccc(C(F)(F)F)cc2)c1)CC. As a reaction SMILES: [F:1][C:2]([c:3]1[cH:4][cH:5][c:6]([NH:9][C:10]([CH2:11][c:12]2[c:13]([O:20][CH3:21])[cH:14][cH:15][c:16]([CH:18]=[O:19])[cH:17]2)=[O:22])[cH:7][cH:8]1)([F:23])[F:24].[P:25]([OH:26])([OH:27])(=[O:28])[CH:29]([C:30](=[O:31])[O:32][CH2:33][CH3:34])[CH2:35][CH3:36]>>[F:1][C:2]([c:3]1[cH:4][cH:5][c:6]([NH:9][C:10]([CH2:11][c:12]2[c:13]([O:20][CH3:21])[cH:14][cH:15][c:16]([CH:18]=[C:29]([C:30](=[O:31])[O:32][CH2:33][CH3:34])[CH2:35][CH3:36])[cH:17]2)=[O:22])[cH:7][cH:8]1)([F:23])[F:24]. Starting materials: Fc1cc(OCc2ccccc2)cc(-c2ccncc2)c1, [Na+], [OH-], CSc1ccccc1. Product: Oc1cc(F)cc(-c2ccncc2)c1. RXN SMILES: [CH2:1]([c:2]1[cH:3][cH:4][cH:5][cH:6][cH:7]1)[O:8][c:9]1[cH:10][c:11]([F:21])[cH:12][c:13](-[c:15]2[cH:16][cH:17][n:18][cH:19][cH:20]2)[cH:14]1.[Na+:23].[OH-:22].[c:24]1([S:25][CH3:26])[cH:27][cH:28][cH:29][cH:30][cH:31]1>>[OH:8][c:9]1[cH:10][c:11]([F:21])[cH:12][c:13](-[c:15]2[cH:16][cH:17][n:18][cH:19][cH:20]2)[cH:14]1. Reactants: CC(C)(C)OC(=O)NC1CCC(NC(=O)OCc2ccccc2)C(C(N)=O)C1, C1CCOC1, COc1ccc(P2(=S)SP(=S)(c3ccc(OC)cc3)S2)cc1. The product is CC(C)(C)OC(=O)NC1CCC(NC(=O)OCc2ccccc2)C(C(N)=S)C1. Reaction SMILES: [CH2:1]([c:2]1[cH:3][cH:4][cH:5][cH:6][cH:7]1)[O:8][C:9](=[O:10])[NH:11][CH:12]1[CH:13]([C:26]([NH2:27])=[O:28])[CH2:14][CH:15]([NH:18][C:19]([O:20][C:21]([CH3:22])([CH3:23])[CH3:24])=[O:25])[CH2:16][CH2:17]1.[CH2:51]1[O:52][CH2:53][CH2:54][CH2:55]1.[CH3:29][O:30][c:31]1[cH:32][cH:33][c:34]([P:35]2(=[S:38])[S:36][P:37]([c:39]3[cH:40][cH:41][c:42]([O:43][CH3:44])[cH:45][cH:46]3)(=[S:47])[S:48]2)[cH:49][cH:50]1>>[CH2:1]([c:2]1[cH:3][cH:4][cH:5][cH:6][cH:7]1)[O:8][C:9](=[O:10])[NH:11][CH:12]1[CH:13]([C:26]([NH2:27])=[S:38])[CH2:14][CH:15]([NH:18][C:19]([O:20][C:21]([CH3:22])([CH3:23])[CH3:24])=[O:25])[CH2:16][CH2:17]1. Reactants: OC=1C(=CC2=C(C(=CC(O2)=O)C(F)(F)F)C1)OC (6-hydroxy-7-methoxy-4-(trifluoromethyl)-2H-1-benzopyran-2-one), ClCCCN1CCC(CC1)C1=CC=CC=C1 (1-(3-chloropropyl)-4-phenylpiperidine), C(\C=C\C(=O)[O-])(=O)[O-] (Fumarate). Solvent: CO (methanol), CC(C)(C)OC (TBME), CC(C)(C)OC (TBME), C(C)O (ethanol). Product: COC1=CC2=C(C(=CC(O2)=O)C(F)(F)F)C=C1OCCCN1CCC(CC1)C1=CC=CC=C1 (7-methoxy-6-[3-(4-phenyl-1-piperidinyl)propoxy]-4-(trifluoromethyl)-2H-1-benzopyran-2-one). The yield is 45.0%. As a reaction SMILES: [OH:1][C:2]1[C:3]([O:17][CH3:18])=[CH:4][C:5]2[O:10][C:9](=[O:11])[CH:8]=[C:7]([C:12]([F:15])([F:14])[F:13])[C:6]=2[CH:16]=1.Cl[CH2:20][CH2:21][CH2:22][N:23]1[CH2:28][CH2:27][CH:26]([C:29]2[CH:34]=[CH:33][CH:32]=[CH:31][CH:30]=2)[CH2:25][CH2:24]1.C([O-])(=O)/C=C/C([O-])=O>CC(OC)(C)C.C(O)C.CO>[CH3:18][O:17][C:3]1[C:2]([O:1][CH2:20][CH2:21][CH2:22][N:23]2[CH2:24][CH2:25][CH:26]([C:29]3[CH:34]=[CH:33][CH:32]=[CH:31][CH:30]=3)[CH2:27][CH2:28]2)=[CH:16][C:6]2[C:7]([C:12]([F:13])([F:14])[F:15])=[CH:8][C:9](=[O:11])[O:10][C:5]=2[CH:4]=1. Procedure: Method D (3 h at 85° C.); starting materials: 6-hydroxy-7-methoxy-4-(trifluoromethyl)-2H-1-benzopyran-2-one (example 104) and 1-(3-chloropropyl)-4-phenylpiperidine; yield 45%; fusion point 125°-126° C. (from TBME and methanol). Fumarate: method E; yield 59%; fusion point 176°-179° C. (from ethanol and TBME). The reactants are CC1(C)CCCC(C)(C)N1O, Cc1cc(OCc2ccccc2)c(C)cc1CO, CN(C)C=O, [Cl-], O. Product: Cc1cc(OCc2ccccc2)c(C)cc1C=O. RXN SMILES: [CH3:19][C:20]1([CH3:29])[N:21]([O:22])[C:23]([CH3:24])([CH3:25])[CH2:26][CH2:27][CH2:28]1.[CH3:1][c:2]1[c:3]([CH2:17][OH:18])[cH:4][c:5]([CH3:16])[c:6]([O:8][CH2:9][c:10]2[cH:11][cH:12][cH:13][cH:14][cH:15]2)[cH:7]1.[CH3:32][N:33]([CH3:34])[CH:35]=[O:36].[Cl-:30].[O:31]>>[CH3:1][c:2]1[c:3]([CH:17]=[O:18])[cH:4][c:5]([CH3:16])[c:6]([O:8][CH2:9][c:10]2[cH:11][cH:12][cH:13][cH:14][cH:15]2)[cH:7]1.